Dataset: the Open Reaction Database (ORD), a public repository of structured organic reaction records. Task: describe an organic reaction: reactants, conditions, products, and yield The reactants are [Li]CCCC (n-BuLi), [Br-].C1(=CC=CC=C1)[PH+](C1=CC=CC=C1)C1=CC=CC=C1 (triphenyl phosphonium bromide), C1CCOC1 (THF), ClC1=CC=C(C=O)C=C1 (4-Chlorobenzaldehyde). Run at time 30 minute. The product is ClC1=CC=C(C=C1)C=CCCO (4-(4-chlorophenyl)-3-butene-1-ol). Reaction SMILES: [Br-].C1([PH+](C2C=CC=CC=2)C2C=CC=CC=2)C=CC=CC=1.[Li]CCCC.[Cl:26][C:27]1[CH:34]=[CH:33][C:30]([CH:31]=O)=[CH:29][CH:28]=1.[CH2:35]1C[O:38][CH2:37][CH2:36]1>>[Cl:26][C:27]1[CH:34]=[CH:33][C:30]([CH:31]=[CH:35][CH2:36][CH2:37][OH:38])=[CH:29][CH:28]=1 |f:0.1|. Procedure details: To a suspension of 3-((2-methoxy)-2-propoxy)propyl)triphenyl phosphonium bromide (4.42 g, 10 mmoles) in THF (100 mL) was added n-BuLi (6 mL of 1.6M) at -78°. The reaction mixture was stirred at -78° for 30 min. 4-Chlorobenzaldehyde (1.4 g, 10 mM) was added and the reaction was warmed to RT. The reaction mixture was quenched with buffer and extracted with ethyl acetate. After evaporation of the ethyl acetate, the crude residue was dissolved in 25 mL THF and 5 mL of AcOH plus 5 mL H2O was added. T... The reactants are O (water), OC1CCCCC=2C1=NC(=C(C2)C(=O)OCC)C (ethyl 9-hydroxy-2-methyl-6,7,8,9-tetrahydro-5H-cyclohepta[b]pyridine-3-carboxylate), CI (methyl iodide), [H-].[Na+] (sodium hydride). Solvent: C1CCOC1 (THF). Reaction conditions: time 1 hour. Product: COC1CCCCC=2C1=NC(=C(C2)C(=O)OCC)C (Ethyl 9-methoxy-2-methyl-6,7,8,9-tetrahydro-5H-cyclohepta[b]pyridine-3-carboxylate). The yield is 58.4%. RXN SMILES: [OH:1][CH:2]1[C:8]2=[N:9][C:10]([CH3:18])=[C:11]([C:13]([O:15][CH2:16][CH3:17])=[O:14])[CH:12]=[C:7]2[CH2:6][CH2:5][CH2:4][CH2:3]1.[H-].[Na+].[CH3:21]I.O>C1COCC1>[CH3:21][O:1][CH:2]1[C:8]2=[N:9][C:10]([CH3:18])=[C:11]([C:13]([O:15][CH2:16][CH3:17])=[O:14])[CH:12]=[C:7]2[CH2:6][CH2:5][CH2:4][CH2:3]1 |f:1.2|. Procedure: In an atmosphere of argon, ethyl 9-hydroxy-2-methyl-6,7,8,9-tetrahydro-5H-cyclohepta[b]pyridine-3-carboxylate (1.04 g, 4.16 mmol) was dissolved in anhydrous THF (8.0 ml), and the solution was mixed with sodium hydride (182.3 mg, 4.56 mmol) at 0° C. This was stirred at the same temperature for 1 hour, mixed with methyl iodide (0.33 ml, 4.76 mmol) by its dropwise addition and then stirred at room temperature for 1.5 hours. The reaction solution was mixed with water and extracted with ethyl acetate... Product: CCS(=O)(=O)N1CCC(Nc2ncccc2-c2cnc3c(ccn3COCC[Si](C)(C)C)n2)C1. Reactants: CCS(=O)(=O)Cl, C[Si](C)(C)CCOCn1ccc2nc(-c3cccnc3NC3CCNC3)cnc21. RXN SMILES: [CH2:30]([CH3:31])[S:32](=[O:33])(=[O:34])[Cl:35].[NH:1]1[CH2:2][CH:3]([NH:6][c:7]2[n:8][cH:9][cH:10][cH:11][c:12]2-[c:13]2[n:14][c:15]3[c:16]([n:17][cH:18]2)[n:19]([CH2:22][O:23][CH2:24][CH2:25][Si:26]([CH3:27])([CH3:28])[CH3:29])[cH:20][cH:21]3)[CH2:4][CH2:5]1>>[N:1]1([S:32]([CH2:30][CH3:31])(=[O:33])=[O:34])[CH2:2][CH:3]([NH:6][c:7]2[n:8][cH:9][cH:10][cH:11][c:12]2-[c:13]2[n:14][c:15]3[c:16]([n:17][cH:18]2)[n:19]([CH2:22][O:23][CH2:24][CH2:25][Si:26]([CH3:27])([CH3:28])[CH3:29])[cH:20][cH:21]3)[CH2:4][CH2:5]1. Starting materials: C(#N)C1=CC=C(C=C1)C1CCN(CC1)C(=O)OC(C)(C)C (tert-butyl 4-(4-cyanophenyl)piperidine-1-carboxylate), BrC1=CC=2N(C=C1)C=NN2 (7-bromo-[1,2,4]triazolo[4,3-a]pyridine), BrC1=CC=2N(C=C1)C=NN2 (7-bromo-[1,2,4]triazolo[4,3-a]pyridine). Yields the product N=1N=CN2C1C=C(C=C2)C2CCN(CC2)C(=O)OC(C)(C)C (t-Butyl 4-([1,2,4]triazolo[4,3-a]pyridin-7-yl)piperidine-1-carboxylate). As a reaction SMILES: C(C1[CH:8]=[CH:7][C:6]([CH:9]2[CH2:14][CH2:13][N:12]([C:15]([O:17][C:18]([CH3:21])([CH3:20])[CH3:19])=[O:16])[CH2:11][CH2:10]2)=[CH:5][CH:4]=1)#N.BrC1C=C[N:26]2[CH:29]=[N:30][N:31]=C2C=1>>[N:31]1[N:30]=[CH:29][N:26]2[CH:4]=[CH:5][C:6]([CH:9]3[CH2:10][CH2:11][N:12]([C:15]([O:17][C:18]([CH3:19])([CH3:20])[CH3:21])=[O:16])[CH2:13][CH2:14]3)=[CH:7][C:8]=12. Procedure: The title compound was prepared using standard chemical manipulations and procedures similar to those used for the preparation of compound 1.1, except 7-bromo-[1,2,4]triazolo[4,3-a]pyridine (compound 41.2) was used in place of 4-bromobenzonitrile. m/z (ES+) 303 (M+H)+. The reactants are BrC1=C(C=C(CNC(C2=C(C=CC=C2Cl)Cl)=O)C=C1)C (N-(4-Bromo-3-methylbenzyl)-2,6-dichlorobenzamide), O=C1NC=CC(=C1)B(O)O (2-oxo-1,2-dihydropyridin-4-ylboronic acid), C([O-])([O-])=O.[Cs+].[Cs+] (cesium carbonate), diphenylphosphino(ferrocene]dichloropalladium(II). Solvent: CN(C)C=O (DMF), O (H2O). Conditions: temperature 85 celsius. The product is ClC1=C(C(=O)NCC2=CC(=C(C=C2)C2=CC(NC=C2)=O)C)C(=CC=C1)Cl (2,6-dichloro-N-(3-methyl-4-(2-oxo-1,2-dihydropyridin-4-yl)benzyl)benzamide). As a reaction SMILES: Br[C:2]1[CH:19]=[CH:18][C:5]([CH2:6][NH:7][C:8](=[O:17])[C:9]2[C:14]([Cl:15])=[CH:13][CH:12]=[CH:11][C:10]=2[Cl:16])=[CH:4][C:3]=1[CH3:20].[O:21]=[C:22]1[CH:27]=[C:26](B(O)O)[CH:25]=[CH:24][NH:23]1.C(=O)([O-])[O-].[Cs+].[Cs+]>CN(C=O)C.O>[Cl:16][C:10]1[CH:11]=[CH:12][CH:13]=[C:14]([Cl:15])[C:9]=1[C:8]([NH:7][CH2:6][C:5]1[CH:18]=[CH:19][C:2]([C:26]2[CH:25]=[CH:24][NH:23][C:22](=[O:21])[CH:27]=2)=[C:3]([CH3:20])[CH:4]=1)=[O:17] |f:2.3.4|. Procedure: N-(4-Bromo-3-methylbenzyl)-2,6-dichlorobenzamide (0.13 g, 0.35 mmol), 2-oxo-1,2-dihydropyridin-4-ylboronic acid (0.053 g, 0.39 mmol), cesium carbonate (0.34 g, 1.05 mmol), [1,1′ Bis(diphenylphosphino(ferrocene]dichloropalladium(II) (25 mg, 0.035 mmol) were dissolved in degassed DMF (3 mL) and H2O (1.5 mL). The reaction mixture was degassed again by bubbling nitrogen through for 15 min then heated in the microwave at 85° C. for 20 min. The reaction mixture was diluted with EtOAc and extracted thr... Starting materials: [H-].[Na+] (sodium hydride), C([O-])(O)=O.[Na+] (sodium bicarbonate), O1COC2=C1C=CC(=C2)C=2SC=C(N2)CO (2-(Benzo[3,4-d]1,3-dioxolan-5-yl)-4-hydroxymethyl-1,3-thiazole), CS(=O)(=O)OCC1=NC=CC=C1 (2-(methane sulfonyloxymethyl)pyridine). Run in C(C)(=O)OCC.CCCCCC (ethyl acetate n-hexane), CN(C=O)C (N,N-dimethylformamide), O1CCCC1 (tetrahydrofuran). Reaction conditions: time 2 hour. The product is O1COC2=C1C=CC(=C2)C=2SC=C(N2)COCC2=NC=CC=C2 (2-(benzo[3,4-d]1,3-dioxolan-5-yl)-4-(2-pyridylmethoxymethyl)-1,3-thiazole). Isolated yield 64.9%. Reaction SMILES: [O:1]1[C:5]2[CH:6]=[CH:7][C:8]([C:10]3[S:11][CH:12]=[C:13]([CH2:15][OH:16])[N:14]=3)=[CH:9][C:4]=2[O:3][CH2:2]1.[H-].[Na+].CS(O[CH2:24][C:25]1[CH:30]=[CH:29][CH:28]=[CH:27][N:26]=1)(=O)=O.C(=O)(O)[O-].[Na+]>CN(C)C=O.O1CCCC1.C(OCC)(=O)C.CCCCCC>[O:1]1[C:5]2[CH:6]=[CH:7][C:8]([C:10]3[S:11][CH:12]=[C:13]([CH2:15][O:16][CH2:24][C:25]4[CH:30]=[CH:29][CH:28]=[CH:27][N:26]=4)[N:14]=3)=[CH:9][C:4]=2[O:3][CH2:2]1 |f:1.2,4.5,8.9|. Procedure: 2-(Benzo[3,4-d]1,3-dioxolan-5-yl)-4-hydroxymethyl-1,3-thiazole prepared in Example 20(200 mg, 0.85 mmol) was dissolved in N,N-dimethylformamide(5 ml), and sodium hydride(30.7 mg, 1.28 mmol) was added thereto at 0-5° C. To this mixture was added dropwise 2-(methane sulfonyloxymethyl)pyridine(315 mg) dissolved in 1 ml of tetrahydrofuran, and the resulting mixture was stirred for 2 hours at room temperature. Saturated sodium bicarbonate solution was added to the reaction mixture, which was then ext... Reactants: CCn1c(=O)n(OCc2ccccc2)c(=O)c2cc(F)c(Cl)nc21, C1CCNC1, ClCCl. Product: CCn1c(=O)n(OCc2ccccc2)c(=O)c2cc(F)c(N3CCCC3)nc21. Reaction SMILES: [CH2:1]([c:2]1[cH:3][cH:4][cH:5][cH:6][cH:7]1)[O:8][n:9]1[c:10](=[O:24])[n:11]([CH2:22][CH3:23])[c:12]2[c:13]([c:14]1=[O:15])[cH:16][c:17]([F:21])[c:18]([Cl:20])[n:19]2.[CH2:25]1[CH2:26][CH2:27][NH:28][CH2:29]1.[Cl:30][CH2:31][Cl:32]>>[CH2:1]([c:2]1[cH:3][cH:4][cH:5][cH:6][cH:7]1)[O:8][n:9]1[c:10](=[O:24])[n:11]([CH2:22][CH3:23])[c:12]2[c:13]([c:14]1=[O:15])[cH:16][c:17]([F:21])[c:18]([N:28]1[CH2:27][CH2:26][CH2:25][CH2:29]1)[n:19]2. The reactants are C(C)(C)(C)OC(=O)N(C)CC1=CC2=C(CN(CC2)C(C2=CC=C(C=C2)C(C2=CC=CC=C2)=O)=O)O1 (N-tert-Butoxycarbonyl-N-methyl-[6-(4-benzoylbenzoyl)-4,5,6,7-tetrahydrofuro[2,3-c]pyridin-2-ylmethyl]amine), Cl (hydrochloric acid). The solvent is CO (methanol). Conditions: time 30 minute. Product: Cl.CNCC1=CC2=C(CN(CC2)C(C2=CC=C(C=C2)C(C2=CC=CC=C2)=O)=O)O1 (N-methyl-[6-(4-benzoylbenzoyl)-4,5,6,7-tetrahydrofuro[2,3-c]pyridin-2-ylmethyl]amine hydrochloride). As a reaction SMILES: C(O[C:6]([N:8]([CH2:10][C:11]1[O:35][C:14]2[CH2:15][N:16]([C:19](=[O:34])[C:20]3[CH:25]=[CH:24][C:23]([C:26](=[O:33])[C:27]4[CH:32]=[CH:31][CH:30]=[CH:29][CH:28]=4)=[CH:22][CH:21]=3)[CH2:17][CH2:18][C:13]=2[CH:12]=1)C)=O)(C)(C)C.[ClH:36]>CO>[ClH:36].[CH3:6][NH:8][CH2:10][C:11]1[O:35][C:14]2[CH2:15][N:16]([C:19](=[O:34])[C:20]3[CH:25]=[CH:24][C:23]([C:26](=[O:33])[C:27]4[CH:28]=[CH:29][CH:30]=[CH:31][CH:32]=4)=[CH:22][CH:21]=3)[CH2:17][CH2:18][C:13]=2[CH:12]=1 |f:3.4|. Reported procedure: N-tert-Butoxycarbonyl-N-methyl-[6-(4-benzoylbenzoyl)-4,5,6,7-tetrahydrofuro[2,3-c]pyridin-2-ylmethyl]amine 0.127 g (0.268 mmol) was dissolved in 5 ml of methanol; 1 ml of concentrated hydrochloric acid was added, followed by stirring for 30 minutes. This solution was concentrated to yield the desired product.